This data is from the Open Reaction Database (ORD), a public repository of structured organic reaction records. The task is: describe an organic reaction: reactants, conditions, products, and yield Starting materials: OC1=CC(=NC(=N1)C1=C(C=CC=C1)OCCC)C(=O)OCC (ethyl 6-hydroxy-2-(2-propoxyphenyl)pyrimidine-4-carboxylate), N (ammonia), Cl (hydrochloric acid). Run at time 3 day. The product is OC1=CC(=NC(=N1)C1=C(C=CC=C1)OCCC)C(=O)N (6-Hydroxy-2-(2-propoxyphenyl)pyrimidine-4-carboxamide). RXN SMILES: [OH:1][C:2]1[N:7]=[C:6]([C:8]2[CH:13]=[CH:12][CH:11]=[CH:10][C:9]=2[O:14][CH2:15][CH2:16][CH3:17])[N:5]=[C:4]([C:18]([O:20]CC)=O)[CH:3]=1.Cl.[NH3:24]>>[OH:1][C:2]1[N:7]=[C:6]([C:8]2[CH:13]=[CH:12][CH:11]=[CH:10][C:9]=2[O:14][CH2:15][CH2:16][CH3:17])[N:5]=[C:4]([C:18]([NH2:24])=[O:20])[CH:3]=1. Reported procedure: A solution of ethyl 6-hydroxy-2-(2-propoxyphenyl)pyrimidine-4-carboxylate (0.44 g) in aqueous ammonia solution (20 ml) was stirred in a stoppered flask at ambient temperature for 4 hours and then allowed to stand for 3 days. The reaction mixture was acidified with concentrated hydrochloric acid to precipitate the title compound, 0.46 g, m.p. 232°-4° C. This was recrystallized from ethanol:methanol to yield the pure title compound, 0.32 g, m.p. 233.5°-234.5° C. Starting materials: BrC=1C=C2C=CC(=NC2=CC1C(F)(F)P(OCC)(OCC)=O)C#N (diethyl [(6-bromo-2-cyanoquinolin-7-yl)(difluoro)methyl]phosphonate), Br[Si](C)(C)C (bromotrimethylsilane), N (ammonia), CO (methanol). Solvent: ClCCl (dichloromethane). Conditions: time 8 hour. The product is BrC=1C=C2C=CC(=NC2=CC1C(F)(F)P([O-])([O-])=O)C#N.[NH4+].[NH4+] (diammonium [(6-bromo-2-cyanoquinolin-7-yl)(difluoro)methyl]phosphonate). RXN SMILES: [Br:1][C:2]1[CH:3]=[C:4]2[C:9](=[CH:10][C:11]=1[C:12]([P:15](=[O:22])([O:19]CC)[O:16]CC)([F:14])[F:13])[N:8]=[C:7]([C:23]#[N:24])[CH:6]=[CH:5]2.Br[Si](C)(C)C.[NH3:30].CO>ClCCl>[Br:1][C:2]1[CH:3]=[C:4]2[C:9](=[CH:10][C:11]=1[C:12]([P:15](=[O:16])([O-:19])[O-:22])([F:14])[F:13])[N:8]=[C:7]([C:23]#[N:24])[CH:6]=[CH:5]2.[NH4+:30].[NH4+:8] |f:5.6.7|. Procedure: To a stirred solution of diethyl [(6-bromo-2-cyanoquinolin-7-yl)(difluoro)methyl]phosphonate (370 mg, 0.883 mmol) in dichloromethane (9) at 0° C. was added dropwise bromotrimethylsilane (1.15 mL, 8.83 mmol). The reaction mixture was stirred at room temperature overnight. It was concentrated to dryness, and co-evaporated with dichloromethane (2×). Ethanol (5 mL) was added to the residue, which was stirred for 20 minutes. It was concentrated to dryness and co-evaporated with ethanol (2×). The resi...